Dataset: the Open Reaction Database (ORD), a public repository of structured organic reaction records. Task: describe an organic reaction: reactants, conditions, products, and yield Reactants: C(C)N1C(N(C2=[N+](C=CC(=C21)C)[O-])C2=CC=C(C=C2)O[Si](C(C)C)(C(C)C)C(C)C)=O (1-ethyl-7-methyl-3-(4-{[tris(1-methylethyl)silyl]oxy}phenyl)-1,3-dihydro-2H-imidazo[4,5-b]pyridin-2-one 4-oxide), C(C)(=O)OC(C)=O (acetic anhydride), [Cl-].[Cl-].[Ca+2] (CaCl2). Product: C(C)(=O)OCC1=C2C(=NC=C1)N(C(N2CC)=O)C2=CC=C(C=C2)O[Si](C(C)C)(C(C)C)C(C)C ([1-ethyl-2-oxo-3-(4-{[tris(1-methylethyl)silyl]oxy}phenyl)-2,3-dihydro-1H-imidazo[4,5-b]pyridin-7-yl]methyl acetate). Reaction SMILES: [CH2:1]([N:3]1[C:11]2[C:6](=[N+:7]([O-])[CH:8]=[CH:9][C:10]=2[CH3:12])[N:5]([C:14]2[CH:19]=[CH:18][C:17]([O:20][Si:21]([CH:28]([CH3:30])[CH3:29])([CH:25]([CH3:27])[CH3:26])[CH:22]([CH3:24])[CH3:23])=[CH:16][CH:15]=2)[C:4]1=[O:31])[CH3:2].[Cl-].[Cl-].[Ca+2].[C:35]([O:38]C(=O)C)(=[O:37])[CH3:36]>>[C:35]([O:38][CH2:12][C:10]1[CH:9]=[CH:8][N:7]=[C:6]2[N:5]([C:14]3[CH:15]=[CH:16][C:17]([O:20][Si:21]([CH:22]([CH3:23])[CH3:24])([CH:25]([CH3:26])[CH3:27])[CH:28]([CH3:30])[CH3:29])=[CH:18][CH:19]=3)[C:4](=[O:31])[N:3]([CH2:1][CH3:2])[C:11]=12)(=[O:37])[CH3:36] |f:1.2.3|. Procedure: The mixture of 1-ethyl-7-methyl-3-(4-{[tris(1-methylethyl)silyl]oxy}phenyl)-1,3-dihydro-2H-imidazo[4,5-b]pyridin-2-one 4-oxide (500 mg) in acetic anhydride (10 mL) was stirred at 80° C. under a dry atmosphere (CaCl2 tube) for 2 h. The reaction mixture was concentrated in vacuo. The residue was purified by column chromatography (silica gel, eluted with 0%-30% EtOAc in hexane) to give [1-ethyl-2-oxo-3-(4-{[tris(1-methylethyl)silyl]oxy}phenyl)-2,3-dihydro-1H-imidazo[4,5-b]pyridin-7-yl]methyl acetat... Starting materials: C(CCC)(=O)C1C(CC(CC1=O)C1=CC(=C(C=C1)OC)[N+](=O)[O-])=O (2-butyryl-5-(3-nitro-4-methoxyphenyl)cyclohexane-1,3-dione), O1CCCC1 (tetrahydrofuran). Reagents/catalysts: [Pd].[C] (Pd carbon). Reaction conditions: time 16 hour. Yields the product C(C)(=O)NC=1C=C(C=CC1OC)C1CC(=C(C(C1)=O)C(CCC)=O)O (5-(3-acetylamino-4-methoxyphenyl)-2-butyryl-3-hydroxycyclohex-2-en-1-one). Isolated yield 55.0%. Reaction SMILES: [C:1]([CH:6]1[C:11](=[O:12])[CH2:10][CH:9]([C:13]2[CH:18]=[CH:17][C:16]([O:19][CH3:20])=[C:15]([N+:21]([O-])=O)[CH:14]=2)[CH2:8][C:7]1=[O:24])(=[O:5])[CH2:2][CH2:3][CH3:4].[O:25]1CC[CH2:27][CH2:26]1>[Pd].[C]>[C:26]([NH:21][C:15]1[CH:14]=[C:13]([CH:9]2[CH2:10][C:11](=[O:12])[C:6]([C:1](=[O:5])[CH2:2][CH2:3][CH3:4])=[C:7]([OH:24])[CH2:8]2)[CH:18]=[CH:17][C:16]=1[O:19][CH3:20])(=[O:25])[CH3:27] |f:2.3|. Procedure: 5.3 g of 2-butyryl-5-(3-nitro-4-methoxyphenyl)cyclohexane-1,3-dione in 300 ml of tetrahydrofuran were hydrogenated in the presence of 3 g of Pd/carbon (10%) under atmospheric pressure at 25° C. After 0.9 l of hydrogen had been absorbed, the mixture was dried over sodium sulfate and filtered, 1.3 g of sodium bicarbonate were added and the mixture was reacted with 1.2 g of acetyl chloride. After the mixture had been stirred for 16 hours, it was filtered and evaporated down. The remaining oil was b... The reactants are NCC1CCC(CC1)CN (4-Aminomethyl-cyclohexylmethyl-amine), S1C2=C(C=C1C1=NC(=NC=C1)Cl)C=CC=C2 (4-benzo[b]thiophen-2-yl-2-chloro-pyrimidine), resultant mixture. The solvent is ClCCl (dichloromethane), C(C)(C)O (isopropanol). Product: NC[C@H]1CC[C@H](CC1)CNC1=NC=CC(=N1)C1=CC2=C(S1)C=CC=C2 ([4(cis)-Aminomethylcyclohexylmethyl]-(4-benzo[b]thiophen-2-ylpyrimidin-2-yl)-amine). Yield: 88.0%. Reaction SMILES: [NH2:1][CH2:2][CH:3]1[CH2:8][CH2:7][CH:6]([CH2:9][NH2:10])[CH2:5][CH2:4]1.[S:11]1[C:15]([C:16]2[CH:21]=[CH:20][N:19]=[C:18](Cl)[N:17]=2)=[CH:14][C:13]2[CH:23]=[CH:24][CH:25]=[CH:26][C:12]1=2>C(O)(C)C.ClCCl>[NH2:1][CH2:2][C@@H:3]1[CH2:8][CH2:7][C@H:6]([CH2:9][NH:10][C:18]2[N:17]=[C:16]([C:15]3[S:11][C:12]4[CH:26]=[CH:25][CH:24]=[CH:23][C:13]=4[CH:14]=3)[CH:21]=[CH:20][N:19]=2)[CH2:5][CH2:4]1. Procedure details: 4-Aminomethyl-cyclohexylmethyl-amine (cis/trans-mixture, ca. 2:1) (1.28 g, 9.00 mmol) is added to a stirred suspension of 4-benzo[b]thiophen-2-yl-2-chloro-pyrimidine (986 mg, 4.00 mmol) in isopropanol (13 mL) at ambient temperature under nitrogen. The resultant mixture is heated at 110° C. for 20 hours. At ambient temperature the mixture is diluted with dichloromethane (40 mL), washed with 1N NaOH (13 mL), and dried (MgSO4). After concentration and subsequent chromatographic purification on sili... The reactants are O=C1C(CCCC1)=C[O-].[Na+] (Sodium 2-oxocyclohexylidenemethanolate), C(#N)CC(=O)N (2-cyanoacetamide), N1CCCCC1 (piperidine). Solvent: O (water). Conditions: temperature 40 celsius, time 4 day. The product is OC12CCCCC2=CC(C(N1)=O)C#N (8a-hydroxy-2-oxo-1,2,3,5,6,7,8,8a-octahydroquinoline-3-carbonitrile). Isolated yield 217.7%. Reaction SMILES: [O:1]=[C:2]1[CH2:7][CH2:6][CH2:5][CH2:4][C:3]1=[CH:8][O-].[Na+].[C:11]([CH2:13][C:14]([NH2:16])=[O:15])#[N:12].N1CCCCC1>O>[OH:1][C:2]12[NH:16][C:14](=[O:15])[CH:13]([C:11]#[N:12])[CH:8]=[C:3]1[CH2:4][CH2:5][CH2:6][CH2:7]2 |f:0.1|. Procedure details: Sodium 2-oxocyclohexylidenemethanolate (15 g), 2-cyanoacetamide (4.3 g) and piperidine (1.0 ml) were suspended in water (35 ml), and the mixture was stirred at 40° C. for 4 days. Insoluble material was filtered off, and the filtrate was concentrated under reduced pressure. The residue was suspended in methanol, and insoluble material was filtered off. The filtrate was concentrated under reduced pressure to give the object compound (21.4 g).